This data is from the Open Reaction Database (ORD), a public repository of structured organic reaction records. The task is: describe an organic reaction: reactants, conditions, products, and yield Starting materials: ClC1=C(C=CC=C1)C=1OC(=C(N1)CI)C(C)C (2-(2-chlorophenyl)-4-iodomethyl-5-isopropyloxazole), [C-]#N.[Na+] (Sodium cyanide), O (water). The solvent is CC(=O)C (acetone). Product: ClC1=C(C=CC=C1)C=1OC(=C(N1)CC#N)C(C)C ([2-(2-Chlorophenyl)-5-isopropyloxazol-4-yl]acetonitrile). Isolated yield 8.7%. RXN SMILES: [Cl:1][C:2]1[CH:7]=[CH:6][CH:5]=[CH:4][C:3]=1[C:8]1[O:9][C:10]([CH:15]([CH3:17])[CH3:16])=[C:11]([CH2:13]I)[N:12]=1.[C-:18]#[N:19].[Na+].O>CC(C)=O>[Cl:1][C:2]1[CH:7]=[CH:6][CH:5]=[CH:4][C:3]=1[C:8]1[O:9][C:10]([CH:15]([CH3:17])[CH3:16])=[C:11]([CH2:13][C:18]#[N:19])[N:12]=1 |f:1.2|. Reported procedure: In acetone (2 mL) was dissolved 2-(2-chlorophenyl)-4-iodomethyl-5-isopropyloxazole (590 mg, 1.63 mmol). Sodium cyanide (88 mg, 1.63 mmol) was added, and the resulting mixture was heated under reflux for 22 hours. The reaction mixture was cooled to room temperature, poured into water, and extracted with ethyl acetate. The organic layer was washed successively with water and a saturated brine, dried over sodium sulfate, filtered and concentrated. The resulting residue was purified by flash column ... Reactants: C(C1=CC(C=O)=CC=C1)=O (isophthalaldehyde), [BH4-].[Na+] (NaBH4), C(C)(=O)[O-].[NH4+] (ammonium acetate). The solvent is C(C)O (ethanol). Run at time 1 hour. The product is OCC=1C=C(C=O)C=CC1 (3-(Hydroxymethyl)benzaldehyde). Isolated yield 46.3%. RXN SMILES: [CH:1](=[O:10])[C:2]1[CH:9]=[CH:8][CH:7]=[C:4]([CH:5]=[O:6])[CH:3]=1.[BH4-].[Na+].C([O-])(=O)C.[NH4+]>C(O)C>[OH:10][CH2:1][C:2]1[CH:3]=[C:4]([CH:7]=[CH:8][CH:9]=1)[CH:5]=[O:6] |f:1.2,3.4|. Procedure details: To isophthalaldehyde (200 g) in absolute ethanol (3 L) at 0° C. was added NaBH4 (15.6 g). After 1 hour at O° C. the reaction mixture was poured onto 25% aqueous ammonium acetate (2 L). The ethanol was evaporated and the product was extracted with EtOAc. The resulting mixture was purified by flash chromatography (30% EtOAc/Hexane) to provide 94 g of the title product. The reactants are B, O=C(Cl)CCBr, C1CCOC1, O=[N+]([O-])c1ccc(Nc2ccccc2)cc1, BrCCCN(c1ccccc1)c1ccccc1. The product is O=[N+]([O-])c1ccc(N(CCCBr)c2ccccc2)cc1. Reaction SMILES: [BH3:23].[Br:17][CH2:18][CH2:19][C:20]([Cl:21])=[O:22].[O:41]1[CH2:42][CH2:43][CH2:44][CH2:45]1.[c:1]1([NH:7][c:8]2[cH:9][cH:10][c:11]([N+:14](=[O:15])[O-:16])[cH:12][cH:13]2)[cH:2][cH:3][cH:4][cH:5][cH:6]1.[c:24]1([N:25]([CH2:26][CH2:27][CH2:28][Br:29])[c:30]2[cH:31][cH:32][cH:33][cH:34][cH:35]2)[cH:36][cH:37][cH:38][cH:39][cH:40]1>>[c:1]1([N:7]([c:8]2[cH:9][cH:10][c:11]([N+:14](=[O:15])[O-:16])[cH:12][cH:13]2)[CH2:20][CH2:19][CH2:18][Br:17])[cH:2][cH:3][cH:4][cH:5][cH:6]1.